This data is from the Open Reaction Database (ORD), a public repository of structured organic reaction records. The task is: describe an organic reaction: reactants, conditions, products, and yield Reactants: C(C)(C)N(CC)C(C)C (diisopropylethyl amine), C(C)(C)(C)OC(=O)N1CC(C1)C(=O)O (1-(tert-butoxycarbonyl)azetidine-3-carboxylic acid), C1=CN(C=N1)C(=O)N2C=CN=C2 (CDI), [Cl-].CO[NH2+]C (Methoxy(methyl)ammonium chloride). Solvent: O1CCCC1 (tetrahydrofuran), CCOCC (ether). Reaction conditions: time 30 minute. Yields the product CON(C(=O)C1CN(C1)C(=O)OC(C)(C)C)C (tert-butyl 3-{[methoxy(methyl)amino]carbonyl}azetidine-1-carboxylate). The yield is 79.2%. RXN SMILES: [C:1]([O:5][C:6]([N:8]1[CH2:11][CH:10]([C:12]([OH:14])=O)[CH2:9]1)=[O:7])([CH3:4])([CH3:3])[CH3:2].C1N=CN(C(N2C=NC=C2)=O)C=1.[Cl-].[CH3:28][O:29][NH2+:30][CH3:31].C(N(C(C)C)CC)(C)C>CCOCC.O1CCCC1>[CH3:28][O:29][N:30]([CH3:31])[C:12]([CH:10]1[CH2:9][N:8]([C:6]([O:5][C:1]([CH3:2])([CH3:3])[CH3:4])=[O:7])[CH2:11]1)=[O:14] |f:2.3|. Procedure details: To a 100 ml round bottom flask was added 1-(tert-butoxycarbonyl)azetidine-3-carboxylic acid (3.75 g, 18.6 mmol) and 20 ml tetrahydrofuran, followed by CDI (3.63 g, 22.4 mmol). Vigorous gas evolution was observed. After gas evolution stopped, the reaction mixture was stirred at room temperature for additional 30 minutes. Methoxy(methyl)ammonium chloride (2.55 g, 26.1 mmol) was added, followed by diisopropylethyl amine (6.5 ml, 37.3 mmol). The resulting reaction mixture was stirred at room tempera... Starting materials: Cc1ccc(S(=O)(=O)OCC2Cc3cc(F)cc(-c4ccccc4C)c3O2)cc1, CN, Cl. Product: CNCC1Cc2cc(F)cc(-c3ccccc3C)c2O1. As a reaction SMILES: [CH3:2][c:3]1[cH:4][cH:5][c:6]([S:7]([O:8][CH2:13][CH:14]2[O:15][c:16]3[c:17]([cH:19][c:20]([F:30])[cH:21][c:22]3-[c:23]3[c:24]([CH3:29])[cH:25][cH:26][cH:27][cH:28]3)[CH2:18]2)(=[O:9])=[O:10])[cH:11][cH:12]1.[CH3:31][NH2:32].[ClH:1]>>[CH2:13]([CH:14]1[O:15][c:16]2[c:17]([cH:19][c:20]([F:30])[cH:21][c:22]2-[c:23]2[c:24]([CH3:29])[cH:25][cH:26][cH:27][cH:28]2)[CH2:18]1)[NH:32][CH3:31].